This data is from the Open Reaction Database (ORD), a public repository of structured organic reaction records. The task is: describe an organic reaction: reactants, conditions, products, and yield Starting materials: BrCCCCC (1-bromopentane), OC=1C=C(C(=O)O)C=CC1OC (3-Hydroxy-4-methoxybenzoic acid), C([O-])([O-])=O.[K+].[K+] (potassium carbonate). Solvent: CN(C)C=O (DMF). Conditions: temperature 90 celsius. Yields the product COC1=C(C=C(C(=O)OCCCCC)C=C1)OCCCCC (pentyl 4-methoxy-3-pentyloxybenzoate). Yield: 198.0%. As a reaction SMILES: [OH:1][C:2]1[CH:3]=[C:4]([CH:8]=[CH:9][C:10]=1[O:11][CH3:12])[C:5]([OH:7])=[O:6].Br[CH2:14][CH2:15][CH2:16][CH2:17][CH3:18].C(=O)([O-])[O-].[K+].[K+]>CN(C=O)C>[CH3:12][O:11][C:10]1[CH:9]=[CH:8][C:4]([C:5]([O:7][CH2:14][CH2:15][CH2:16][CH2:17][CH3:18])=[O:6])=[CH:3][C:2]=1[O:1][CH2:9][CH2:10][CH2:2][CH2:3][CH3:4] |f:2.3.4|. Reported procedure: 3-Hydroxy-4-methoxybenzoic acid (9.6 g, 0.057 mol) was dissolved in DMF (90 ml), and to this solution were successively added 1-bromopentane (25.9 g, 0.17 mol, 3.0 eq) and anhydrous potassium carbonate (47.4 g, 0.34 mol, 6.0 eq). The mixture was stirred under heating at 90° C. for 3 hours. This reaction mixture was cooled to room temperature, and anhydrous potassium carbonate was filtered off. Water (200 ml) was added to the filtrate, and the mixture was extracted twice with ethyl acetate (200 m... Isolated yield 3.3%. Procedure details: To a solution of N-(1-(2-chloropyridin-4-yl)piperidin-4-yl)-8-(3,4-difluorophenyl)-[1,2,4]triazolo[1,5-a]pyridin-2-amine (example 169c) (88 mg, 0.20 mmol) in EtOH (1 mL) was added sodium ethoxide solution (21% in ethanol, 75 L, 0.2 mmol) and the reaction mixture was heated in the microwave to 150° C. for 30 minutes. Again sodium ethoxide solution (21% in ethanol, 75 L, 0.2 mmol) was added and the resulting mixture heated to 150° C. for another 30 minutes. The mixture was then evaporated. Purific... RXN SMILES: Cl[C:2]1[CH:7]=[C:6]([N:8]2[CH2:13][CH2:12][CH:11]([NH:14][C:15]3[N:31]=[C:18]4[C:19]([C:23]5[CH:28]=[CH:27][C:26]([F:29])=[C:25]([F:30])[CH:24]=5)=[CH:20][CH:21]=[CH:22][N:17]4[N:16]=3)[CH2:10][CH2:9]2)[CH:5]=[CH:4][N:3]=1.[O-:32][CH2:33][CH3:34].[Na+]>CCO>[F:30][C:25]1[CH:24]=[C:23]([C:19]2[C:18]3[N:17]([N:16]=[C:15]([NH:14][CH:11]4[CH2:12][CH2:13][N:8]([C:6]5[CH:5]=[CH:4][N:3]=[C:2]([O:32][CH2:33][CH3:34])[CH:7]=5)[CH2:9][CH2:10]4)[N:31]=3)[CH:22]=[CH:21][CH:20]=2)[CH:28]=[CH:27][C:26]=1[F:29] |f:1.2|. Product: FC=1C=C(C=CC1F)C=1C=2N(C=CC1)N=C(N2)NC2CCN(CC2)C2=CC(=NC=C2)OCC (8-(3,4-Difluorophenyl)-N-(1-(2-ethoxypyridin-4-yl)piperidin-4-yl)-[1,2,4]triazolo[1,5-a]pyridin-2-amine). Run at temperature 150 celsius. The reactants are ClC1=NC=CC(=C1)N1CCC(CC1)NC1=NN2C(C(=CC=C2)C2=CC(=C(C=C2)F)F)=N1 (N-(1-(2-chloropyridin-4-yl)piperidin-4-yl)-8-(3,4-difluorophenyl)-[1,2,4]triazolo[1,5-a]pyridin-2-amine), [O-]CC.[Na+] (sodium ethoxide), [O-]CC.[Na+] (sodium ethoxide). Run in CCO (EtOH). Starting materials: N1C=C(C2=CC=CC=C12)C(=O)O (indole-3-carboxylic acid), C(C)O (ethanol). The product is C(C)OC(=O)C1=CNC2=CC=CC=C12 (indole-3-carboxylic acid ethyl ester). Reaction SMILES: [NH:1]1[C:9]2[C:4](=[CH:5][CH:6]=[CH:7][CH:8]=2)[C:3]([C:10]([OH:12])=[O:11])=[CH:2]1.[CH2:13](O)[CH3:14]>>[CH2:13]([O:11][C:10]([C:3]1[C:4]2[C:9](=[CH:8][CH:7]=[CH:6][CH:5]=2)[NH:1][CH:2]=1)=[O:12])[CH3:14]. Procedure: The title compound is prepared starting from indole-3-carboxylic acid (commercially available from Aldrich) by esterification with ethanol using standard methods of organic synthesis (e.g. J. March, Advanced Organic Chemistry, Reactions, Mechanisms and Structure (1992, 4th edition) 393–394 (Wiley interscience, New York). The reactants are CP(OC)(OC)=O (dimethyl methylphosphonate), C(CCC)[Li] (n-butyl lithium), [Cl-].[NH4+] (ammonium chloride), C1(CCCCC1)CC(C(=O)OC)(C)C (methyl 3-cyclohexyl-2,2-dimethylpropionate). Solvent: C1CCOC1 (THF). Run at time 30 minute. Product: C1(CCCCC1)CC(C(CP(OC)(OC)=O)=O)(C)C (dimethyl 4-cyclohexyl-3,3-dimethyl-2-oxobutylphosphonate). Isolated yield 54.0%. As a reaction SMILES: [CH3:1][P:2](=[O:7])([O:5][CH3:6])[O:3][CH3:4].C([Li])CCC.[CH:13]1([CH2:19][C:20]([CH3:26])([CH3:25])[C:21](OC)=[O:22])[CH2:18][CH2:17][CH2:16][CH2:15][CH2:14]1.[Cl-].[NH4+]>C1COCC1>[CH:13]1([CH2:19][C:20]([CH3:26])([CH3:25])[C:21](=[O:22])[CH2:1][P:2](=[O:7])([O:5][CH3:6])[O:3][CH3:4])[CH2:18][CH2:17][CH2:16][CH2:15][CH2:14]1 |f:3.4|. Reported procedure: To a solution of dimethyl methylphosphonate (6.6 ml, 60.5 mmol) in 100 ml of anhydrous THF was added dropwise n-butyl lithium (1.59N, 38.1 ml, 60.5 mmol) at -78° C. under argon atmosphere, and the mixture was stirred for 30 minutes. Then, methyl 3-cyclohexyl-2,2-dimethylpropionate (5.00 g, 25.2 mmol) was added dropwise and the mixture was stirred at -78° C. for 20 minutes and then at room temperature for 2 hours. An aqueous saturated solution of ammonium chloride was added to the reaction mixtur... Starting materials: C(C1=CC=CC=C1)NC([C@@H](N(C)C([C@@H](NC(=O)OC(C)(C)C)CC1=CC=CC2=CC=CC=C12)=O)CCCNC(=O)OCC1C2=CC=CC=C2C2=CC=CC=C12)=O (Boc-β-(1-Naphthyl)alanyl-Nδ-Fmoc-Nα-Methylornithine Benzylamide), FC(C(=O)O)(F)F (trifluoroacetic acid), N1CCCCC1 (piperidine), ii. Run in CN(C=O)C (dimethylformamide). Product: FC(C(=O)O)(F)F.C(C1=CC=CC=C1)NC([C@@H](N(C)C([C@@H](N)CC1=CC=CC2=CC=CC=C12)=O)CCCN)=O (β-(1-Naphthyl)alanyl-Nα-Methylornithine Benzylamide Trifluoroacetate). Reaction SMILES: [CH2:1]([NH:8][C:9](=[O:56])[C@H:10]([CH2:35][CH2:36][CH2:37][NH:38]C(OCC1C2C(=CC=CC=2)C2C1=CC=CC=2)=O)[N:11]([C:13](=[O:34])[C@H:14]([CH2:23][C:24]1[C:33]2[C:28](=[CH:29][CH:30]=[CH:31][CH:32]=2)[CH:27]=[CH:26][CH:25]=1)[NH:15]C(OC(C)(C)C)=O)[CH3:12])[C:2]1[CH:7]=[CH:6][CH:5]=[CH:4][CH:3]=1.N1CCCCC1.[F:63][C:64]([F:69])([F:68])[C:65]([OH:67])=[O:66]>CN(C)C=O>[F:63][C:64]([F:69])([F:68])[C:65]([OH:67])=[O:66].[CH2:1]([NH:8][C:9](=[O:56])[C@H:10]([CH2:35][CH2:36][CH2:37][NH2:38])[N:11]([C:13](=[O:34])[C@H:14]([CH2:23][C:24]1[C:33]2[C:28](=[CH:29][CH:30]=[CH:31][CH:32]=2)[CH:27]=[CH:26][CH:25]=1)[NH2:15])[CH3:12])[C:2]1[CH:7]=[CH:6][CH:5]=[CH:4][CH:3]=1 |f:4.5|. Reported procedure: Boc-β-(1-Naphthyl)alanyl-Nδ-Fmoc-Nα-methylornithine benzylamide (B) (28 mg) was deprotected in teo steps-i) 20% piperidine in dimethylformamide and ii) trifluoroacetic acid exposure to afford a white solid: HPLC (method A); 1H NMR (400 MHz, D2O) δ1.59 (m, 2H), 1.77 (m, 1H), 1.89 (m, 1H), 2.38 (s, 3H), 3.0 (t, 2H), 3.60 (dd, 1H), 3.82 (dd, 1H), 4.39 (d, 2H), 4.92 (t, 1H), 5.01 (dd, 1H), 7.36-7.50 (m, 12H), 7.75 (m, 2H), 7.99 (t, 1H),8.10 (d, 1H), and 8.18 (d, 1H). Starting materials: C(C1=CC=CC=C1)(C1=CC=CC=C1)OC(=O)C1(CCC1)O\N=C(/C(=O)O)\C=1N=C(SC1)NC(C1=CC=CC=C1)(C1=CC=CC=C1)C1=CC=CC=C1 ((Z)-2-(1-benzhydryloxycarbonyl-1-cyclobutoxyimino)-2-(2-tritylaminothiazol-4-yl)acetic acid), NC1[C@@H]2N(C(=C(CS2)CCl)C(=O)OC(C2=CC=CC=C2)C2=CC=CC=C2)C1=O (benzhydryl 7-amino-3-chloromethyl-3-cephem-4-carboxylate), CN(C1=CC=CC=C1)C (N,N-dimethylaniline), P(=O)(Cl)(Cl)Cl (phosphorus oxychloride). Run in O (water), C(Cl)(Cl)Cl (chloroform), C(Cl)Cl (methylene chloride). Conditions: time 4 hour. Product: C(C1=CC=CC=C1)(C1=CC=CC=C1)OC(=O)C1(CCC1)O\N=C(/C(=O)NC1[C@@H]2N(C(=C(CS2)CCl)C(=O)OC(C2=CC=CC=C2)C2=CC=CC=C2)C1=O)\C=1N=C(SC1)NC(C1=CC=CC=C1)(C1=CC=CC=C1)C1=CC=CC=C1 (Benzhydryl 7-[(Z)-2-(1-benzhydryloxycarbonyl-1-cyclobutoxyimino)-2-(2-tritylaminothiazol-4-yl)acetamido]-3-chloromethyl-3-cephem-4-carboxylate). As a reaction SMILES: [CH:1]([O:14][C:15]([C:17]1([O:21]/[N:22]=[C:23](/[C:27]2[N:28]=[C:29]([NH:32][C:33]([C:46]3[CH:51]=[CH:50][CH:49]=[CH:48][CH:47]=3)([C:40]3[CH:45]=[CH:44][CH:43]=[CH:42][CH:41]=3)[C:34]3[CH:39]=[CH:38][CH:37]=[CH:36][CH:35]=3)[S:30][CH:31]=2)\[C:24](O)=[O:25])[CH2:20][CH2:19][CH2:18]1)=[O:16])([C:8]1[CH:13]=[CH:12][CH:11]=[CH:10][CH:9]=1)[C:2]1[CH:7]=[CH:6][CH:5]=[CH:4][CH:3]=1.[NH2:52][CH:53]1[C:78](=[O:79])[N:55]2[C:56]([C:62]([O:64][CH:65]([C:72]3[CH:77]=[CH:76][CH:75]=[CH:74][CH:73]=3)[C:66]3[CH:71]=[CH:70][CH:69]=[CH:68][CH:67]=3)=[O:63])=[C:57]([CH2:60][Cl:61])[CH2:58][S:59][C@H:54]12.CN(C)C1C=CC=CC=1.P(Cl)(Cl)(Cl)=O>C(Cl)Cl.O.C(Cl)(Cl)Cl>[CH:1]([O:14][C:15]([C:17]1([O:21]/[N:22]=[C:23](/[C:27]2[N:28]=[C:29]([NH:32][C:33]([C:34]3[CH:39]=[CH:38][CH:37]=[CH:36][CH:35]=3)([C:46]3[CH:51]=[CH:50][CH:49]=[CH:48][CH:47]=3)[C:40]3[CH:41]=[CH:42][CH:43]=[CH:44][CH:45]=3)[S:30][CH:31]=2)\[C:24]([NH:52][CH:53]2[C:78](=[O:79])[N:55]3[C:56]([C:62]([O:64][CH:65]([C:66]4[CH:71]=[CH:70][CH:69]=[CH:68][CH:67]=4)[C:72]4[CH:73]=[CH:74][CH:75]=[CH:76][CH:77]=4)=[O:63])=[C:57]([CH2:60][Cl:61])[CH2:58][S:59][C@H:54]23)=[O:25])[CH2:20][CH2:19][CH2:18]1)=[O:16])([C:8]1[CH:9]=[CH:10][CH:11]=[CH:12][CH:13]=1)[C:2]1[CH:7]=[CH:6][CH:5]=[CH:4][CH:3]=1. Reported procedure: 1.82 g (2.62 mmol) of [(Z)-2-(1-benzhydryloxycarbonyl-1-cyclobutoxyimino)-2-(2-tritylaminothiazol-4-yl)acetic acid and 1.09 g (2.62 mmol) of benzhydryl 7-amino-3-chloromethyl-3-cephem-4-carboxylate were dissolved in 40 ml of methylene chloride, and then 1.06 ml (8.39 mmol) of N,N-dimethylaniline and 0.26 ml (2.75 mmol) of phosphorus oxychloride were dropwise added thereto under cooling with ice. The mixture was stirred at the same temperature for 4 hours. To the reaction solution, 30 ml of chlor... The reactants are [Br-], [Br-], [Br-], COc1ccnn1C, CO, [Na+], O=C([O-])O, O, c1cc[nH+]cc1, c1cc[nH+]cc1, c1cc[nH+]cc1. Yields the product COc1c(Br)cnn1C. Reaction SMILES: [Br-:10].[Br-:11].[Br-:9].[CH3:1][O:2][c:3]1[cH:4][cH:5][n:6][n:7]1[CH3:8].[CH3:35][OH:36].[Na+:34].[O-:30][C:31]([OH:32])=[O:33].[OH2:37].[nH+:12]1[cH:13][cH:14][cH:15][cH:16][cH:17]1.[nH+:18]1[cH:19][cH:20][cH:21][cH:22][cH:23]1.[nH+:24]1[cH:25][cH:26][cH:27][cH:28][cH:29]1>>[CH3:1][O:2][c:3]1[c:4]([Br:9])[cH:5][n:6][n:7]1[CH3:8]. Conditions: time 2.5 hour. Isolated yield 20.9%. Reported procedure: The procedure as in Example 27, a was followed using 4-(5-bromo-6-chloro-pyridine-3-sulfonyl)-5-nitro-thiophene-2-carboxylic acid methyl ester (3.5 g, 8.10 mmol, Example 118, step b) and sodium thiomethoxide (560 mg, 8.10 mmol as 1M solution in EtOH). The reaction was allowed to stir for 2.5 hours and was quenched with acetic acid. The resulting mixture was dissolved into EtOAc, and aqueous work up with brine and saturated NaHCO3 resulted in isolation of a mixture. This mixture was purified by S... RXN SMILES: [CH3:1][O:2][C:3]([C:5]1[S:6][C:7]([N+]([O-])=O)=[C:8]([S:10]([C:13]2[CH:14]=[N:15][C:16]([Cl:20])=[C:17]([Br:19])[CH:18]=2)(=[O:12])=[O:11])[CH:9]=1)=[O:4].[CH3:24][S-:25].[Na+]>>[CH3:1][O:2][C:3]([C:5]1[S:6][C:7]([S:25][CH3:24])=[C:8]([S:10]([C:13]2[CH:14]=[N:15][C:16]([Cl:20])=[C:17]([Br:19])[CH:18]=2)(=[O:12])=[O:11])[CH:9]=1)=[O:4] |f:1.2|. Product: COC(=O)C=1SC(=C(C1)S(=O)(=O)C=1C=NC(=C(C1)Br)Cl)SC (4-(5-Bromo-6-chloro-pyridine-3-sulfonyl)-5-methylsulfanyl-thiophene-2-carboxylic acid methyl ester). The reactants are COC(=O)C=1SC(=C(C1)S(=O)(=O)C=1C=NC(=C(C1)Br)Cl)[N+](=O)[O-] (4-(5-Bromo-6-chloro-pyridine-3-sulfonyl)-5-nitro-thiophene-2-carboxylic acid methyl ester), C[S-].[Na+] (sodium thiomethoxide). Starting materials: N#CN=C(Nc1cccc(Br)c1)Oc1ccccc1, Cc1c[nH]c2ncnc(N3CC(C)NCC3C)c12, CCN(C(C)C)C(C)C, CC(C)O. Product: Cc1c[nH]c2ncnc(N3CC(C)N(C(=NC#N)Nc4cccc(Br)c4)CC3C)c12. Reaction SMILES: [Br:19][c:20]1[cH:21][c:22]([NH:26][C:27]([O:28][c:29]2[cH:30][cH:31][cH:32][cH:33][cH:34]2)=[N:35][C:36]#[N:37])[cH:23][cH:24][cH:25]1.[CH3:1][CH:2]1[N:3]([c:9]2[c:10]3[c:11]([n:12][cH:13][n:14]2)[nH:15][cH:16][c:17]3[CH3:18])[CH2:4][CH:5]([CH3:8])[NH:6][CH2:7]1.[CH:38]([N:39]([CH2:40][CH3:41])[CH:42]([CH3:43])[CH3:44])([CH3:45])[CH3:46].[CH:47]([OH:48])([CH3:49])[CH3:50]>>[CH3:1][CH:2]1[N:3]([c:9]2[c:10]3[c:11]([n:12][cH:13][n:14]2)[nH:15][cH:16][c:17]3[CH3:18])[CH2:4][CH:5]([CH3:8])[N:6]([C:27]([NH:26][c:22]2[cH:21][c:20]([Br:19])[cH:25][cH:24][cH:23]2)=[N:35][C:36]#[N:37])[CH2:7]1.